This data is from the Open Reaction Database (ORD), a public repository of structured organic reaction records. The task is: describe an organic reaction: reactants, conditions, products, and yield The reactants are CC(C)(C)OC(=O)N1C2CCC1CN(C(=O)C(F)(F)F)C2, CO, [K+], [K+], O=C([O-])[O-], O. Yields the product CC(C)(C)OC(=O)N1C2CCC1CNC2. Reaction SMILES: [C:1]([CH3:2])([CH3:3])([CH3:4])[O:5][C:6](=[O:7])[N:8]1[CH:9]2[CH2:10][N:11]([C:16](=[O:17])[C:18]([F:19])([F:20])[F:21])[CH2:12][CH:13]1[CH2:14][CH2:15]2.[CH3:28][OH:29].[K+:22].[K+:23].[O-:24][C:25]([O-:26])=[O:27].[OH2:30]>>[C:1]([CH3:2])([CH3:3])([CH3:4])[O:5][C:6](=[O:7])[N:8]1[CH:9]2[CH2:10][NH:11][CH2:12][CH:13]1[CH2:14][CH2:15]2. Starting materials: C1(CCCC1)C(=O)Cl (cyclopentanecarbonyl chloride), C1(CCCCC1)C(=O)Cl (cyclohexanecarbonyl chloride), C(C)(C)(C)NCC(=O)C1=CC(=C(C=C1)OC(=O)C1CCCC1)OC(=O)C1CCCC1 (3,4-bis(cyclopentanecarbonyloxy)phenyl tert-butylaminomethyl ketone). The product is C1(CCCC1)C(=O)OC=1C=C(C(CNC(C)(C)C)O)C=CC1OC(=O)C1CCCC1 (3,4-bis(cyclopentanecarbonyloxy)-alpha-(tert-butylaminomethyl)-benzyl alcohol). RXN SMILES: C1(C(Cl)=O)CCCC1.C1(C(Cl)=O)CCCCC1.[C:18]([NH:22][CH2:23][C:24]([C:26]1[CH:31]=[CH:30][C:29]([O:32][C:33]([CH:35]2[CH2:39][CH2:38][CH2:37][CH2:36]2)=[O:34])=[C:28]([O:40][C:41]([CH:43]2[CH2:47][CH2:46][CH2:45][CH2:44]2)=[O:42])[CH:27]=1)=[O:25])([CH3:21])([CH3:20])[CH3:19]>>[CH:43]1([C:41]([O:40][C:28]2[CH:27]=[C:26]([CH:31]=[CH:30][C:29]=2[O:32][C:33]([CH:35]2[CH2:36][CH2:37][CH2:38][CH2:39]2)=[O:34])[CH:24]([OH:25])[CH2:23][NH:22][C:18]([CH3:21])([CH3:19])[CH3:20])=[O:42])[CH2:47][CH2:46][CH2:45][CH2:44]1. Procedure: When cyclopentanecarbonyl chloride is substituted for the cyclohexanecarbonyl chloride in the procedure described in Example 15A above, the acylation product obtained is 3,4-bis(cyclopentanecarbonyloxy)phenyl tert-butylaminomethyl ketone; and when this product is catalytically hydrogenated using the procedure described in Example 15B above, there is obtained 3,4-bis(cyclopentanecarbonyloxy)-alpha-(tert-butylaminomethyl)-benzyl alcohol. The reactants are 7-aryl(heteroaryl)-indoline(indole)-1-sulfonamide, N1(C=CC2=CC=CC=C12)S(=O)(=O)N (indole-1-sulfonamide), BrC1=C(C=CC=C1)[N+](=O)[O-] (1-bromo-2-nitrobenzene). Yields the product BrC=1C=CC=C2C=CNC12 (7-bromo-1H-indole). As a reaction SMILES: [N:1]1(S(N)(=O)=O)[C:9]2[C:4](=[CH:5][CH:6]=[CH:7][CH:8]=2)[CH:3]=[CH:2]1.[Br:14]C1C=CC=CC=1[N+]([O-])=O>>[Br:14][C:8]1[CH:7]=[CH:6][CH:5]=[C:4]2[C:9]=1[NH:1][CH:2]=[CH:3]2. Procedure: Similarly, the route shown in Scheme 2 below exemplifies synthesis of certain 7-aryl(heteroaryl)-indoline(indole)-1-sulfonamide compounds of the present invention. To synthesize indole-1-sulfonamide compound (9), 1-bromo-2-nitrobenzene (6) is reduced to afford 7-bromo-1H-indole (7), which reacts with 4-methoxyphenylsulfonyl chloride to provide 7-bromo-1-(4-methoxyphenylsulfonyl)-1H-indole (8). The sulfonamide (8), is then treated with an aryl or heteroaryl boronic acid, Pd(PPh3)4, and K2CO3 in t...